Dataset: the Open Reaction Database (ORD), a public repository of structured organic reaction records. Task: describe an organic reaction: reactants, conditions, products, and yield The reactants are C(C1=CC=C(C(=O)OCCCCCC)C=C1)(=O)OCCCCCC (dihexyl terephthalate), [OH-].[K+] (potassium hydroxide), C(CCCCC)O (1-hexanol). Run in C1(=CC=CC=C1)C (toluene). Yields the product C(C1=CC=C(C(=O)[O-])C=C1)(=O)OC.[K+] (potassium monomethyl terephthalate). RXN SMILES: [C:1]([O:18]CCCCCC)(=[O:17])[C:2]1[CH:16]=[CH:15][C:5]([C:6]([O:8][CH2:9]CCCCC)=[O:7])=[CH:4][CH:3]=1.[OH-].[K+:26].C(O)CCCCC>C1(C)C=CC=CC=1>[C:6]([O:8][CH3:9])(=[O:7])[C:5]1[CH:15]=[CH:16][C:2]([C:1]([O-:18])=[O:17])=[CH:3][CH:4]=1.[K+:26] |f:1.2,5.6|. Procedure details: Typical reagent levels were as follows: dihexyl terephthalate (33.5 g, 0.10 mole), potassium hydroxide (5.6 g, 0.10 mole), 100 ml of toluene and 20 ml of 1-hexanol. After workup 20.2g (70%) of product was recovered. Starting materials: COC(=O)C=1C=C(C=CC1)B(O)O ([3-(methoxycarbonyl)phenyl]boronic acid), O.O.P(=O)([O-])([O-])[O-].[K+].[K+].[K+] (potassium phosphate dihydrate), NC1=C(C(=O)OC)C=C(C=C1)C(=O)C1=C(C(=C2C=CC=CN12)Br)C (methyl 2-amino-5-[(1-bromo-2-methylindolizin-3-yl)carbonyl]benzoate). The reagents and catalysts are C=1C=CC(=CC1)[P](C=2C=CC=CC2)(C=3C=CC=CC3)[Pd]([P](C=4C=CC=CC4)(C=5C=CC=CC5)C=6C=CC=CC6)([P](C=7C=CC=CC7)(C=8C=CC=CC8)C=9C=CC=CC9)[P](C=1C=CC=CC1)(C=1C=CC=CC1)C=1C=CC=CC1 (tetrakis(triphenylphosphine)palladium). Solvent: COCCOC.O (DME H2O). Reaction conditions: temperature 90 celsius. Yields the product NC1=C(C(=O)OC)C=C(C=C1)C(=O)C1=C(C(=C2C=CC=CN12)C1=CC(=CC=C1)C(=O)OC)C (Methyl 2-amino-5-({1-[3-(methoxycarbonyl)phenyl]-2-methylindolizin-3-yl}carbonyl)benzoate). The yield is 65.9%. RXN SMILES: [CH3:1][O:2][C:3]([C:5]1[CH:6]=[C:7](B(O)O)[CH:8]=[CH:9][CH:10]=1)=[O:4].O.O.P([O-])([O-])([O-])=O.[K+].[K+].[K+].[NH2:24][C:25]1[CH:34]=[CH:33][C:32]([C:35]([C:37]2[N:45]3[C:40]([CH:41]=[CH:42][CH:43]=[CH:44]3)=[C:39](Br)[C:38]=2[CH3:47])=[O:36])=[CH:31][C:26]=1[C:27]([O:29][CH3:30])=[O:28]>COCCOC.O.C1C=CC([P]([Pd]([P](C2C=CC=CC=2)(C2C=CC=CC=2)C2C=CC=CC=2)([P](C2C=CC=CC=2)(C2C=CC=CC=2)C2C=CC=CC=2)[P](C2C=CC=CC=2)(C2C=CC=CC=2)C2C=CC=CC=2)(C2C=CC=CC=2)C2C=CC=CC=2)=CC=1>[NH2:24][C:25]1[CH:34]=[CH:33][C:32]([C:35]([C:37]2[N:45]3[C:40]([CH:41]=[CH:42][CH:43]=[CH:44]3)=[C:39]([C:9]3[CH:8]=[CH:7][CH:6]=[C:5]([C:3]([O:2][CH3:1])=[O:4])[CH:10]=3)[C:38]=2[CH3:47])=[O:36])=[CH:31][C:26]=1[C:27]([O:29][CH3:30])=[O:28] |f:1.2.3.4.5.6,8.9,^1:58,60,79,98|. Reported procedure: 0.229 g (1.27 mmol) of [3-(methoxycarbonyl)phenyl]boronic acid, 0.492 g (2.12 mmol) of potassium phosphate dihydrate and 0.024 g (0.02 mmol) of tetrakis(triphenylphosphine)palladium are added, under an argon atmosphere at ambient temperature, to 0.410 g (1.06 mmol) of methyl 2-amino-5-[(1-bromo-2-methylindolizin-3-yl)carbonyl]benzoate in 8 ml of a DME/H2O (5/1) mixture. The reaction medium is heated at 90° C. for 18 hours. The reaction medium is extracted with dichloromethane, washed with a satu... Reactants: CO, Cl, [Li+], CCOC(=O)C1CCCCN1C(=O)C(=O)C(C)(C)CC, [OH-], O. The product is CCC(C)(C)C(=O)C(=O)N1CCCCC1C(=O)O. Reaction SMILES: [CH3:23][OH:24].[ClH:25].[Li+:22].[O:1]=[C:2]([C:3]([C:4]([CH2:5][CH3:6])([CH3:7])[CH3:8])=[O:9])[N:10]1[CH:11]([C:16](=[O:17])[O:18][CH2:19][CH3:20])[CH2:12][CH2:13][CH2:14][CH2:15]1.[OH-:21].[OH2:26]>>[O:1]=[C:2]([C:3]([C:4]([CH2:5][CH3:6])([CH3:7])[CH3:8])=[O:9])[N:10]1[CH:11]([C:16](=[O:17])[OH:18])[CH2:12][CH2:13][CH2:14][CH2:15]1. The reactants are ClC1=C(C=CC=C1)C1CC(CC(C1)=O)=O (5-(2-chlorophenyl)-cyclohexane-1,3-dione), Cl.NN (hydrazine hydrochloride), C(C1=CC=CC=C1)=O (benzaldehyde). Run in C(C)O (ethanol). The product is ClC1=C(C=CC=C1)C1CC(C=2C(=NNC2C1)C1=CC=CC=C1)=O (6-(2-chlorophenyl)-3-phenyl-4,5,6,7-tetrahydroindazol-4-one). Isolated yield 4.1%. As a reaction SMILES: [Cl:1][C:2]1[CH:7]=[CH:6][CH:5]=[CH:4][C:3]=1[CH:8]1[CH2:13][C:12](=[O:14])[CH2:11][C:10](=O)[CH2:9]1.Cl.[NH2:17][NH2:18].[CH:19](=O)[C:20]1[CH:25]=[CH:24][CH:23]=[CH:22][CH:21]=1>C(O)C>[Cl:1][C:2]1[CH:7]=[CH:6][CH:5]=[CH:4][C:3]=1[CH:8]1[CH2:9][C:10]2[NH:18][N:17]=[C:19]([C:20]3[CH:25]=[CH:24][CH:23]=[CH:22][CH:21]=3)[C:11]=2[C:12](=[O:14])[CH2:13]1 |f:1.2|. Procedure: A solution of 5-(2-chlorophenyl)-cyclohexane-1,3-dione (1.0 g), hydrazine hydrochloride (0.31 g) in ethanol (10 ml) was refluxed for 3 hours. To the solution was added benzaldehyde (1.5 g), and the mixture was refluxed for 4 days. Under reduced pressure, the solvent was evaporated, and the residue was purified with silica gel column chromatography to give crystals, which were recrystallized from ethyl acetate-hexane to give 6-(2-chlorophenyl)-3-phenyl-4,5,6,7-tetrahydroindazol-4-one (0.06 g) as ... The reactants are COc1cccc2occ(COc3cccc4[nH]c(C(=O)O)cc34)c12, CC1CN(CCC2(O)CCC(N)CC2)CCC1O. The product is COc1cccc2occ(COc3cccc4[nH]c(C(=O)NC5CCC(O)(CCN6CCC(O)C(C)C6)CC5)cc34)c12. Reaction SMILES: [CH3:1][O:2][c:3]1[cH:4][cH:5][cH:6][c:7]2[c:8]1[c:9]([CH2:12][O:13][c:14]1[c:15]3[cH:16][c:17]([C:23](=[O:24])[OH:25])[nH:18][c:19]3[cH:20][cH:21][cH:22]1)[cH:10][o:11]2.[NH2:26][CH:27]1[CH2:28][CH2:29][C:30]([OH:33])([CH2:34][CH2:35][N:36]2[CH2:37][CH:38]([CH3:43])[CH:39]([OH:42])[CH2:40][CH2:41]2)[CH2:31][CH2:32]1>>[CH3:1][O:2][c:3]1[cH:4][cH:5][cH:6][c:7]2[c:8]1[c:9]([CH2:12][O:13][c:14]1[c:15]3[cH:16][c:17]([C:23](=[O:25])[NH:26][CH:27]4[CH2:28][CH2:29][C:30]([OH:33])([CH2:34][CH2:35][N:36]5[CH2:37][CH:38]([CH3:43])[CH:39]([OH:42])[CH2:40][CH2:41]5)[CH2:31][CH2:32]4)[nH:18][c:19]3[cH:20][cH:21][cH:22]1)[cH:10][o:11]2. The reactants are COC(=O)c1cccc([N+](=O)[O-])c1NCc1ccc(-c2ccccc2-c2nnnn2Cc2ccccc2)cc1, CO, O, O, Cl[Sn]Cl. The product is COC(=O)c1cccc(N)c1NCc1ccc(-c2ccccc2-c2nnnn2Cc2ccccc2)cc1. Reaction SMILES: [CH2:1]([c:2]1[cH:3][cH:4][cH:5][cH:6][cH:7]1)[n:8]1[n:9][n:10][n:11][c:12]1-[c:13]1[c:14](-[c:19]2[cH:20][cH:21][c:22]([CH2:25][NH:26][c:27]3[c:28]([C:29](=[O:30])[O:31][CH3:32])[cH:33][cH:34][cH:35][c:36]3[N+:37]([O-:38])=[O:39])[cH:23][cH:24]2)[cH:15][cH:16][cH:17][cH:18]1.[CH3:45][OH:46].[OH2:40].[OH2:41].[Sn:42]([Cl:43])[Cl:44]>>[CH2:1]([c:2]1[cH:3][cH:4][cH:5][cH:6][cH:7]1)[n:8]1[n:9][n:10][n:11][c:12]1-[c:13]1[c:14](-[c:19]2[cH:20][cH:21][c:22]([CH2:25][NH:26][c:27]3[c:28]([C:29](=[O:30])[O:31][CH3:32])[cH:33][cH:34][cH:35][c:36]3[NH2:37])[cH:23][cH:24]2)[cH:15][cH:16][cH:17][cH:18]1. The reactants are N1C=CC2=CC(=CC=C12)B(O)O (5-Indole boronic acid), BrC1=CC=C(C=C1)C=1OC(=C(N1)CCN1CCCC1)C (2-(4-Bromo-phenyl)-5-methyl-4-(2-pyrrolidin-1-yl-ethyl)-oxazole). Yields the product CC1=C(N=C(O1)C1=CC=C(C=C1)C=1C=C2C=CNC2=CC1)CCN1CCCC1 (5-{4-[5-Methyl-4-(2-pyrrolidin-1-yl-ethyl)-oxazol-2-yl]-phenyl}-1H-indole). Reaction SMILES: [NH:1]1[C:9]2[C:4](=[CH:5][C:6](B(O)O)=[CH:7][CH:8]=2)[CH:3]=[CH:2]1.Br[C:14]1[CH:19]=[CH:18][C:17]([C:20]2[O:21][C:22]([CH3:32])=[C:23]([CH2:25][CH2:26][N:27]3[CH2:31][CH2:30][CH2:29][CH2:28]3)[N:24]=2)=[CH:16][CH:15]=1>>[CH3:32][C:22]1[O:21][C:20]([C:17]2[CH:18]=[CH:19][C:14]([C:6]3[CH:5]=[C:4]4[C:9](=[CH:8][CH:7]=3)[NH:1][CH:2]=[CH:3]4)=[CH:15][CH:16]=2)=[N:24][C:23]=1[CH2:25][CH2:26][N:27]1[CH2:31][CH2:30][CH2:29][CH2:28]1. Procedure: The title compound is prepared in a manner substantially analogous to Example 45 starting from 5-Indole boronic acid and 2-(4-Bromo-phenyl)-5-methyl-4-(2-pyrrolidin-1-yl-ethyl)-oxazole. MS (m/e): 372.2 (M+1)